From a dataset of the Open Reaction Database (ORD), a public repository of structured organic reaction records. describe an organic reaction: reactants, conditions, products, and yield Reactants: ClC1=CC=C(C(=O)C2=CC=C(OC(C(=O)OCCl)(C)C)C=C2)C=C1 (chloromethyl 2-(4-(4-chlorobenzoyl)phenoxy)-2-methylpropanoate), [I-].[Na+] (Sodium iodide). Run in C(C)(=O)OCC (ethyl acetate), CC(=O)C (acetone). Conditions: time 10 minute. Yields the product ClC1=CC=C(C(=O)C2=CC=C(OC(C(=O)OCI)(C)C)C=C2)C=C1 (iodomethyl 2-(4-(4-chlorobenzoyl)phenoxy)-2-methylpropanoate), oil. The yield is 99.0%. Reaction SMILES: [Cl:1][C:2]1[CH:24]=[CH:23][C:5]([C:6]([C:8]2[CH:22]=[CH:21][C:11]([O:12][C:13]([CH3:20])([CH3:19])[C:14]([O:16][CH2:17]Cl)=[O:15])=[CH:10][CH:9]=2)=[O:7])=[CH:4][CH:3]=1.[I-:25].[Na+]>CC(C)=O.C(OCC)(=O)C>[Cl:1][C:2]1[CH:24]=[CH:23][C:5]([C:6]([C:8]2[CH:22]=[CH:21][C:11]([O:12][C:13]([CH3:20])([CH3:19])[C:14]([O:16][CH2:17][I:25])=[O:15])=[CH:10][CH:9]=2)=[O:7])=[CH:4][CH:3]=1 |f:1.2|. Procedure: Chloromethyl 2-(4-(4-chlorobenzoyl)phenoxy)-2-methylpropanoate 1 (3.0 g, 8.2 mmol) was dissolved in acetone (50 mL) at room temperature. Sodium iodide (2.4 g, 16.3 mmol, 2 eq) was added and the clear solution was stirred 10 min at room temperature, then heated to 50° C. for 6 hr. The mixture was cooled to room temperature, diluted with ethyl acetate (200 mL) and filtered. The filtrate was washed with water (3×10 mL) and brine then dried over sodium sulfate. The drying agent was filtered off and ... The reactants are C(C1=CC=CC=C1)Br (benzyl bromide), C(C)OC(CS(=O)(=O)C)=O (methylsulphonyl-acetic acid ethyl ester), [H-].[Na+] (sodium hydride). Run in CN(C)C=O (DMF), CN(C)C=O (DMF), CN(C)C=O (DMF). Conditions: time 30 minute. Yields the product C(C)OC(C(CC1=CC=CC=C1)S(=O)(=O)C)=O (2-methylsulphonyl-3-phenylpropionic acid ethyl ester). Reaction SMILES: [CH2:1]([O:3][C:4](=[O:10])[CH2:5][S:6]([CH3:9])(=[O:8])=[O:7])[CH3:2].[H-].[Na+].[CH2:13](Br)[C:14]1[CH:19]=[CH:18][CH:17]=[CH:16][CH:15]=1>CN(C=O)C>[CH2:1]([O:3][C:4](=[O:10])[CH:5]([S:6]([CH3:9])(=[O:8])=[O:7])[CH2:13][C:14]1[CH:19]=[CH:18][CH:17]=[CH:16][CH:15]=1)[CH3:2] |f:1.2|. Procedure: 6.648 g of methylsulphonyl-acetic acid ethyl ester in 20 ml of DMF are added dropwise at -25°, within 25 minutes, to 1.745 g of sodium hydride dispersion (55% in oil) in 40 ml of DMF. The solution is subsequently stirred for 30 minutes at -25°, then 6.84 g of benzyl bromide in 40 ml of DMF are added dropwise. The reaction mixture is then stirred for 1 hour at room temperature, left to stand overnight and concentrated by evaporation. The residue is taken up in ethyl acetate, washed with water, dr...